From a dataset of the Open Reaction Database (ORD), a public repository of structured organic reaction records. describe an organic reaction: reactants, conditions, products, and yield The reactants are CC(C)(C)OC(=O)NC(Cc1ccccn1)C(=O)Nc1ccc(I)cc1F, ClCCl, O=C(O)C(F)(F)F. The product is NC(Cc1ccccn1)C(=O)Nc1ccc(I)cc1F. RXN SMILES: [C:1]([O:2][C:3](=[O:4])[NH:7][CH:8]([CH2:9][c:10]1[n:11][cH:12][cH:13][cH:14][cH:15]1)[C:16]([NH:17][c:18]1[c:19]([F:25])[cH:20][c:21]([I:24])[cH:22][cH:23]1)=[O:26])([CH3:5])([CH3:6])[CH3:27].[Cl:35][CH2:36][Cl:37].[OH:28][C:29]([C:30]([F:31])([F:32])[F:33])=[O:34]>>[NH2:7][CH:8]([CH2:9][c:10]1[n:11][cH:12][cH:13][cH:14][cH:15]1)[C:16]([NH:17][c:18]1[c:19]([F:25])[cH:20][c:21]([I:24])[cH:22][cH:23]1)=[O:26]. The reactants are CCO, CCOCC, CCOC(=O)c1ncccc1C, NN, O. Product: Cc1cccnc1C(=O)NN. As a reaction SMILES: [CH3:16][CH2:17][OH:18].[CH3:19][CH2:20][O:21][CH2:22][CH3:23].[CH3:1][c:2]1[c:3]([C:8]([O:10][CH2:9][CH3:11])=[O:12])[n:4][cH:5][cH:6][cH:7]1.[NH2:14][NH2:15].[OH2:13]>>[CH3:1][c:2]1[c:3]([C:8](=[O:10])[NH:14][NH2:15])[n:4][cH:5][cH:6][cH:7]1. Starting materials: BrC1=C(N=CN1C)C1=NC=CC(=C1)C#N (2-(5-bromo-1-methyl-1H-imidazol-4-yl)pyridine-4-carbonitrile), OCC=1C=C(C=CC1)B(O)O (3-hydroxymethylphenylboronic acid). Product: OCC=1C=C(C=CC1)C1=C(N=CN1C)C1=NC=CC(=C1)C#N (2-{5-[3-(hydroxymethyl)phenyl]-1-methyl-1H-imidazol-4-yl}pyridine-4-carbonitrile). As a reaction SMILES: Br[C:2]1[N:6]([CH3:7])[CH:5]=[N:4][C:3]=1[C:8]1[CH:13]=[C:12]([C:14]#[N:15])[CH:11]=[CH:10][N:9]=1.[OH:16][CH2:17][C:18]1[CH:19]=[C:20](B(O)O)[CH:21]=[CH:22][CH:23]=1>>[OH:16][CH2:17][C:18]1[CH:23]=[C:22]([C:2]2[N:6]([CH3:7])[CH:5]=[N:4][C:3]=2[C:8]2[CH:13]=[C:12]([C:14]#[N:15])[CH:11]=[CH:10][N:9]=2)[CH:21]=[CH:20][CH:19]=1. Procedure details: The title compound was prepared from 2-(5-bromo-1-methyl-1H-imidazol-4-yl)pyridine-4-carbonitrile and 3-hydroxymethylphenylboronic acid according to the procedure for the preparation of Example 3, part A. [M+H] Calc'd for C17H14N4O, 291. Found, 291. Reactants: C(C)(=O)O[BH-](OC(C)=O)OC(C)=O.[Na+] (Sodium triacetoxyborohydride), O=C1COC2=C(N1)C=C(C=C2)C=O (3-oxo-3,4-dihydro-2H-benzo[1,4]-oxazine-6-carbaldehyde), N1(CCNCC1)C1=CC=C(C=C1)S(=O)(=O)N (4-(piperazin-1-yl)-benzenesulfonamide). Run in C1CCOC1 (THF). Reaction conditions: time 8 hour. Yields the product O=C1COC2=C(N1)C=C(C=C2)CN2CCN(CC2)C2=CC=C(C=C2)S(=O)(=O)N (4-[4-(3-oxo-3,4-dihydro-2H-benzo[1,4]oxazin-6-ylmethyl)-piperazin-1-yl]-benzenesulfonamide). Isolated yield 4.4%. RXN SMILES: C(O[BH-](OC(=O)C)OC(=O)C)(=O)C.[Na+].[O:15]=[C:16]1[NH:21][C:20]2[CH:22]=[C:23]([CH:26]=O)[CH:24]=[CH:25][C:19]=2[O:18][CH2:17]1.[N:28]1([C:34]2[CH:39]=[CH:38][C:37]([S:40]([NH2:43])(=[O:42])=[O:41])=[CH:36][CH:35]=2)[CH2:33][CH2:32][NH:31][CH2:30][CH2:29]1>C1COCC1>[O:15]=[C:16]1[NH:21][C:20]2[CH:22]=[C:23]([CH2:26][N:31]3[CH2:32][CH2:33][N:28]([C:34]4[CH:39]=[CH:38][C:37]([S:40]([NH2:43])(=[O:42])=[O:41])=[CH:36][CH:35]=4)[CH2:29][CH2:30]3)[CH:24]=[CH:25][C:19]=2[O:18][CH2:17]1 |f:0.1|. Procedure: Sodium triacetoxyborohydride (1.2 g, 5.9 mmol) is added to a solution of 3-oxo-3,4-dihydro-2H-benzo[1,4]-oxazine-6-carbaldehyde (0.5 g, 2.8 mmol) and 4-(piperazin-1-yl)-benzenesulfonamide (0.17 g, 3.1 mmol) in 20 mL of THF. The mixture is stirred at room temperature overnight. The reaction is quenched by addition of 50 mL of water, and the THF is removed under reduced pressure. The precipitate is collected by filtration and recrystallized from methanol to give 0.05 g (4% yield) of 4-[4-(3-oxo-3,... Product: Cl.FC1(CCNCC1)C=1SC=C(N1)COC1=CC=C(C=C1)S(=O)(=O)C (4-Fluoro-4-[4-(4-methanesulfonyl-phenoxymethyl)-thiazol-2-yl]-piperidine hydrochloride). Run in CO (methanol), O1CCOCC1 (dioxane). RXN SMILES: C(OC([N:8]1[CH2:13][CH2:12][C:11]([F:31])([C:14]2[S:15][CH:16]=[C:17]([CH2:19][O:20][C:21]3[CH:26]=[CH:25][C:24]([S:27]([CH3:30])(=[O:29])=[O:28])=[CH:23][CH:22]=3)[N:18]=2)[CH2:10][CH2:9]1)=O)(C)(C)C.[ClH:32]>CO.O1CCOCC1>[ClH:32].[F:31][C:11]1([C:14]2[S:15][CH:16]=[C:17]([CH2:19][O:20][C:21]3[CH:26]=[CH:25][C:24]([S:27]([CH3:30])(=[O:29])=[O:28])=[CH:23][CH:22]=3)[N:18]=2)[CH2:10][CH2:9][NH:8][CH2:13][CH2:12]1 |f:4.5|. Conditions: time 8 hour. Procedure: To a solution of 4-fluoro-4-[4-(4-methanesulfonyl-phenoxymethyl)-thiazol-2-yl]-piperidine-1-carboxylic acid tert-butyl ester (Example 87, 4.24 g, 9.01 mmol) in methanol (50 mL) was added 4 N HCl in dioxane (15 mL). The resulting solution was stirred overnight. The mixture was then evaporated to dryness in vacuo to afford the desired product as a white solid. Starting materials: C(C)(C)(C)OC(=O)N1CCC(CC1)(C=1SC=C(N1)COC1=CC=C(C=C1)S(=O)(=O)C)F (4-Fluoro-4-[4-(4-methanesulfonyl-phenoxymethyl)-thiazol-2-yl]-piperidine-1-carboxylic acid tert-butyl ester), Cl (HCl). The reactants are C[Li] (methyllithium), C(C)(=O)C1=C(N(/C(/S1)=N/C(C1=C(C=CC(=C1)Cl)OC)=O)CC1OCCCC1)C (N-[(2Z)-5-acetyl-4-methyl-3-(tetrahydro-2H-pyran-2-ylmethyl)-1,3-thiazol-2(3H)-ylidene]-5-chloro-2-methoxybenzamide). Run in O1CCCC1 (tetrahydrofuran). Reaction conditions: temperature -78 celsius, time 30 minute. The product is ClC=1C=CC(=C(C(=O)\N=C\2/SC(=C(N2CC2OCCCC2)C)C(C)(C)O)C1)OC (5-chloro-N-[(2Z)-5-(1-hydroxy-1-methylethyl)-4-methyl-3-(tetrahydro-2H-pyran-2-ylmethyl)-1,3-thiazol-2(3H)-ylidene]-2-methoxybenzamide). Reaction SMILES: [CH3:1][Li].[C:3]([C:6]1[S:10]/[C:9](=[N:11]\[C:12](=[O:22])[C:13]2[CH:18]=[C:17]([Cl:19])[CH:16]=[CH:15][C:14]=2[O:20][CH3:21])/[N:8]([CH2:23][CH:24]2[CH2:29][CH2:28][CH2:27][CH2:26][O:25]2)[C:7]=1[CH3:30])(=[O:5])[CH3:4]>O1CCCC1>[Cl:19][C:17]1[CH:16]=[CH:15][C:14]([O:20][CH3:21])=[C:13]([CH:18]=1)[C:12](/[N:11]=[C:9]1\[S:10][C:6]([C:3]([OH:5])([CH3:1])[CH3:4])=[C:7]([CH3:30])[N:8]\1[CH2:23][CH:24]1[CH2:29][CH2:28][CH2:27][CH2:26][O:25]1)=[O:22]. Procedure details: A solution of methyllithium (Aldrich, 1.6 M in diethyl ether, 0.41 mL, 0.66 mmol) was added slowly a solution of Example 253 (0.14 g, 0.33 mmol) in tetrahydrofuran (3 mL) at −78° C. The reaction mixture was stirred at −78° C. for 30 minutes and was allowed to reach room temperature. The reaction mixture was quenched with water (6 mL) and extracted with ethyl acetate (2×10 mL). The combined organic extracts were dried over anhydrous Na2SO4, filtered and concentrated under reduced pressure. The re... Starting materials: O=C([O-])[O-], Cl, [Na+], [Na+], O, O=C(O)c1ccccc1Cl. Product: O=C(O)c1ccccc1O. As a reaction SMILES: [C:11]([O-:12])(=[O:13])[O-:14].[ClH:17].[Na+:15].[Na+:16].[OH2:18].[OH:1][C:2](=[O:3])[c:4]1[cH:5][cH:6][cH:7][cH:8][c:9]1[Cl:10]>>[OH:1][C:2](=[O:3])[c:4]1[cH:5][cH:6][cH:7][cH:8][c:9]1[OH:12].